From a dataset of the Open Reaction Database (ORD), a public repository of structured organic reaction records. describe an organic reaction: reactants, conditions, products, and yield Reactants: Cl.CC1=C(C(=CC=C1)C)N1C(N=C(N=C1)NC)=O (1-(2',6'-dimethylphenyl)-4-methylamino-1,2-dihydro-1,3,5-triazin-2-one hydrochloride), C(C)#N (acetonitrile). Solvent: CN(C)C=O.CC(=O)N(C)C (DMF DMA). Conditions: temperature 105 celsius. The product is CC1=C(C(=CC=C1)C)N1C(N=C(N=C1)NC)=O (1-(2',6'-dimethylphenyl)-4-methylamino-1,2-dihydro-1,3,5-triazin-2-one). As a reaction SMILES: Cl.[CH3:2][C:3]1[CH:8]=[CH:7][CH:6]=[C:5]([CH3:9])[C:4]=1[N:10]1[CH:15]=[N:14][C:13]([NH:16][CH3:17])=[N:12][C:11]1=[O:18].C(#N)C>CN(C=O)C.CC(N(C)C)=O>[CH3:9][C:5]1[CH:6]=[CH:7][CH:8]=[C:3]([CH3:2])[C:4]=1[N:10]1[CH:15]=[N:14][C:13]([NH:16][CH3:17])=[N:12][C:11]1=[O:18] |f:0.1,3.4|. Procedure: About 200 mg. of 1-(2',6'-dimethylphenyl)-4-methylamino-1,2-dihydro-1,3,5-triazin-2-one hydrochloride is introduced into a gas chromatograph hypo vial and dissolved in 1 ml. of acetonitrile. To the solution is added 0.2 ml. of DMF DMA reagent. The vial is sealed with crimper and heated at 105° C. for 15 minutes in an oven. Seven vials are made. The contents of the vials are then put into a long-neck round bottom flask and evaporated to dryness by a flask evaporator. The solid mass is dissolved i... Starting materials: C1CCOC1, CCOC(=O)C(CO)NC(=O)C(CCCC1CCCCC1)CC(=O)OC(C)(C)C. Yields the product CCOC(=O)C1COC(C(CCCC2CCCCC2)CC(=O)OC(C)(C)C)=N1. As a reaction SMILES: [CH2:30]1[O:31][CH2:32][CH2:33][CH2:34]1.[CH:1]1([CH2:7][CH2:8][CH2:9][CH:10]([CH2:11][C:12](=[O:13])[O:14][C:15]([CH3:16])([CH3:17])[CH3:18])[C:19](=[O:20])[NH:21][CH:22]([C:23](=[O:24])[O:25][CH2:26][CH3:27])[CH2:28][OH:29])[CH2:2][CH2:3][CH2:4][CH2:5][CH2:6]1>>[CH:1]1([CH2:7][CH2:8][CH2:9][CH:10]([CH2:11][C:12](=[O:13])[O:14][C:15]([CH3:16])([CH3:17])[CH3:18])[C:19]2=[N:21][CH:22]([C:23](=[O:24])[O:25][CH2:26][CH3:27])[CH2:28][O:29]2)[CH2:2][CH2:3][CH2:4][CH2:5][CH2:6]1. Conditions: time 22 hour. Procedure details: To (2-benzyl-4,5-dimethyl-thiophen-3-yl)-(3-cyclopentyl-4-methoxy-phenyl)-methanone (4.8 g, 11.7 mmol) in anhydrous methylene chloride (70 mL) at −78° C. under nitrogen was added dropwise over a period of 20 min boron tribromide (3.6 mL, 37.6 mmol). The reaction mixture was then allowed to stir at room temperature for 22 h. The solution was poured onto a mixture of ice and water (600 mL) and extracted with diethyl ether (800 mL). The diethyl ether layer was washed twice with water (500 mL) and o... The solvent is C(Cl)Cl (methylene chloride). Yield: 78.0%. As a reaction SMILES: [CH2:1]([C:8]1[S:9][C:10]([CH3:29])=[C:11]([CH3:28])[C:12]=1[C:13]([C:15]1[CH:20]=[CH:19][C:18]([O:21]C)=[C:17]([CH:23]2[CH2:27][CH2:26][CH2:25][CH2:24]2)[CH:16]=1)=O)[C:2]1[CH:7]=[CH:6][CH:5]=[CH:4][CH:3]=1.B(Br)(Br)Br.O>C(Cl)Cl>[CH:23]1([C:17]2[CH:16]=[C:15]([C:13]3[C:12]4[C:11]([CH3:28])=[C:10]([CH3:29])[S:9][C:8]=4[CH:1]=[C:2]4[C:7]=3[CH:6]=[CH:5][CH:4]=[CH:3]4)[CH:20]=[CH:19][C:18]=2[OH:21])[CH2:27][CH2:26][CH2:25][CH2:24]1. The reactants are C(C1=CC=CC=C1)C=1SC(=C(C1C(=O)C1=CC(=C(C=C1)OC)C1CCCC1)C)C ((2-benzyl-4,5-dimethyl-thiophen-3-yl)-(3-cyclopentyl-4-methoxy-phenyl)-methanone), B(Br)(Br)Br (boron tribromide), O (water). Product: C1(CCCC1)C1=C(C=CC(=C1)C1=C2C=CC=CC2=CC=2SC(=C(C21)C)C)O (2-Cyclopentyl-4-(2,3-dimethyl-naphtho[2,3-b]thiophen-4-yl)-phenol). The reactants are N1C=NC(=C1)CC=1SC2=C(N1)C1=CC(=CC=C1CC2)[N+](=O)[O-] (2-(4-Imidazolylmethyl)-8-nitro-4,5-dihydronaphtho[1,2 -d]thiazole), CO (methanol), [H][H] (hydrogen). Reagents/catalysts: [Ni] (Raney nickel). Run in O1CCOCC1 (1,4-dioxane). The product is NC1=CC=C2CCC3=C(N=C(S3)CC=3N=CNC3)C2=C1 (8-amino-2-(4-imidazolylmethyl)-4,5-dihydronaphtho[1,2-d]thiazole). Isolated yield 57.0%. As a reaction SMILES: [NH:1]1[CH:5]=[C:4]([CH2:6][C:7]2[S:8][C:9]3[CH2:19][CH2:18][C:17]4[C:12](=[CH:13][C:14]([N+:20]([O-])=O)=[CH:15][CH:16]=4)[C:10]=3[N:11]=2)[N:3]=[CH:2]1.CO.[H][H]>[Ni].O1CCOCC1>[NH2:20][C:14]1[CH:13]=[C:12]2[C:17]([CH2:18][CH2:19][C:9]3[S:8][C:7]([CH2:6][C:4]4[N:3]=[CH:2][NH:1][CH:5]=4)=[N:11][C:10]=32)=[CH:16][CH:15]=1. Reported procedure: 5.0 g of Raney nickel (wet) was added to a solution of 0.52 g of.2-(4-imidazolylmethyl)-8-nitro-4,5-dihydronaphtho[1,2-d]thiazole obtained in Example 23 in 1,4-dioxane (40 ml)-methanol (20 ml), and the mixture was stirred for 2 hours in an atmosphere of hydrogen (1 atm). After filtration of insoluble matter, the solvent was evaporated from the filtrate, and the residue was mixed with ethyl acetate to effect crystallization. The resultant crude crystals were washed with hot ethyl acetate to affor... Reactants: O (water), FC(C(C(=O)O)(C)O)(F)F (3,3,3-trifluoro2-hydroxy-2-methylpropanoic acid), NC1=CC(=C(C(=O)C2=CC=CC=C2)C=C1)O (4-Amino-2-hydroxybenzophenone), S(=O)(Cl)Cl (thionyl chloride). Run in CN(C(C)=O)C (N,N-dimethylacetamide). Reaction conditions: time 1 hour. The product is OC=1C=C(C=CC1C(=O)C1=CC=CC=C1)NC(C(C(F)(F)F)(C)O)=O (N-[3-Hydroxy-4-(phenylcarbonyl)phenyl]-3,3,3-trifluoro-2-hydroxy-2-methylpropanamide). The yield is 71.2%. RXN SMILES: [F:1][C:2]([F:10])([F:9])[C:3]([OH:8])([CH3:7])[C:4](O)=[O:5].S(Cl)(Cl)=O.[NH2:15][C:16]1[CH:29]=[CH:28][C:19]([C:20]([C:22]2[CH:27]=[CH:26][CH:25]=[CH:24][CH:23]=2)=[O:21])=[C:18]([OH:30])[CH:17]=1.O>CN(C)C(=O)C>[OH:30][C:18]1[CH:17]=[C:16]([NH:15][C:4](=[O:5])[C:3]([OH:8])([CH3:7])[C:2]([F:10])([F:9])[F:1])[CH:29]=[CH:28][C:19]=1[C:20]([C:22]1[CH:27]=[CH:26][CH:25]=[CH:24][CH:23]=1)=[O:21]. Reported procedure: To a stirred, cooled (-20° C.) solution of 3,3,3-trifluoro2-hydroxy-2-methylpropanoic acid (0.78 g, 4.9 mmol) in N,N-dimethylacetamide (10 mL) was added thionyl chloride (0.59 g, 4.9 mmol) and the mixture stirred at -10° to -15° C. for 1 hour. 4-Amino-2-hydroxybenzophenone (0.70 g, 3.3 mmol) was added in one portion and the reaction mixture stirred at room temperature overnight. The mixture was poured into water and the aqueous solution decanted from an oily precipitate which was dissolved in me... Starting materials: [Cl-], O=C(Cl)C(=O)Cl, ClCCl, C=CCCCCC(=O)O. The product is C=CCCCCC(=O)Cl. RXN SMILES: [Cl-:16].[Cl:10][C:11]([C:12]([Cl:13])=[O:14])=[O:15].[Cl:17][CH2:18][Cl:19].[OH:1][C:2](=[O:3])[CH2:4][CH2:5][CH2:6][CH2:7][CH:8]=[CH2:9]>>[O:1]=[C:2]([CH2:4][CH2:5][CH2:6][CH2:7][CH:8]=[CH2:9])[Cl:10].